Dataset: the Open Reaction Database (ORD), a public repository of structured organic reaction records. Task: describe an organic reaction: reactants, conditions, products, and yield Starting materials: [OH-].[Na+] (NaOH), ClC(=O)OC (methyl chloroformate), N-methyl, CO3, CN(C(=O)OCC)[C@H](COC1=CN(C2=CC=C(C=C12)Cl)C1=CC=C(C=C1)F)C ((S)-N-methyl-2-[5-chloro-1-(4-fluorophenyl)-3-1H-indolyloxy]-N-ethoxycarbonyl-1-methylethylamine), [H-].[Al+3].[Li+].[H-].[H-].[H-] (lithium aluminum hydride). The solvent is O (water), ClCCl (dichloromethane), ClCCl (dichloromethane), C(C)OCC (diethyl ether), C(C)OCC (diethyl ether). Reaction conditions: temperature 0 celsius. The product is C(C(=O)O)(=O)O.CN(C)[C@H](COC1=CN(C2=CC=C(C=C12)Cl)C1=CC=C(C=C1)F)C ((S)-N, N-Dimethyl-2-[5-chloro-1-(4-fluorophenyl) -3-1H-indolyloxy]-1-methylethylamine Oxalate). Yield: 23.0%. RXN SMILES: [CH3:1][N:2]([C@@H:8]([CH3:28])[CH2:9][O:10][C:11]1[C:19]2[C:14](=[CH:15][CH:16]=[C:17]([Cl:20])[CH:18]=2)[N:13]([C:21]2[CH:26]=[CH:25][C:24]([F:27])=[CH:23][CH:22]=2)[CH:12]=1)[C:3]([O:5]CC)=[O:4].[H-].[Al+3].[Li+].[H-].[H-].[H-].[OH-].[Na+].Cl[C:38]([O:40]C)=[O:39]>C(OCC)C.ClCCl.O>[C:38]([OH:40])(=[O:39])[C:3]([OH:5])=[O:4].[CH3:3][N:2]([C@@H:8]([CH3:28])[CH2:9][O:10][C:11]1[C:19]2[C:14](=[CH:15][CH:16]=[C:17]([Cl:20])[CH:18]=2)[N:13]([C:21]2[CH:22]=[CH:23][C:24]([F:27])=[CH:25][CH:26]=2)[CH:12]=1)[CH3:1] |f:1.2.3.4.5.6,7.8,13.14|. Procedure details: A mixture of 5-chloro-2,3-dihydro-1-(4-fluorophenyl)-3-1H-indolone (5) (1.1 g, 5.7 mmol), (S)-N-Ethoxycarbonylalaninol (2.9 g, 17 mmol), p-toluenesulfonic acid (0.8 g) and toluene (50 mL) was refluxed for 18 h. Evaporation of the solvents and purification by column chromatography (eluted with ethyl acetate/heptane 1:2) afforded the crude (S)-N-methyl-2-[5-chloro-1-(4-fluorophenyl)-3-1H-indolyloxy]-N-ethoxycarbonyl-1-methylethylamine as an oil (1.1 g). The crude carbamate was dissolved in dry die... Starting materials: CC1(OC2C(OC(=O)C2O1)CO)C (2,3-O-isopropylidene-D-lyxono-1,4-lactone), N1=CC=CC=C1 (pyridine), ice water, [O-]S(=O)(=O)C(F)(F)F (triflate), S(=O)(=O)(C(F)(F)F)OS(=O)(=O)C(F)(F)F (triflic anhydride), [N-]=[N+]=[N-].[Na+] (sodium azide). Solvent: C(Cl)Cl (CH2Cl2), C(C)(=O)OCC.CCCCCC (ethyl acetate hexane), CN(C=O)C (N,N-dimethyformamide). Reaction conditions: temperature 0 celsius, time 2.5 hour. The product is CC1(OC2C(OC(=O)C2O1)CN=[N+]=[N-])C (5-azido-5-deoxy-2,3-O-isopropylidene-D-lyxono-1,4-lactone). The yield is 89.0%. As a reaction SMILES: [CH3:1][C:2]1([CH3:13])[O:10][CH:9]2[CH:4]([CH:5]([CH2:11]O)[O:6][C:7]2=[O:8])[O:3]1.N1C=CC=CC=1.S(OS(C(F)(F)F)(=O)=O)(C(F)(F)F)(=O)=O.[O-]S(C(F)(F)F)(=O)=O.[N-:43]=[N+:44]=[N-:45].[Na+]>C(Cl)Cl.CN(C)C=O.C(OCC)(=O)C.CCCCCC>[CH3:1][C:2]1([CH3:13])[O:10][CH:9]2[CH:4]([CH:5]([CH2:11][N:43]=[N+:44]=[N-:45])[O:6][C:7]2=[O:8])[O:3]1 |f:4.5,8.9|. Procedure details: To a cooled (-25° C.) solution of 2,3-O-isopropylidene-D-lyxono-1,4-lactone 3 (10.0 g, 53.2 mmol) and pyridine (8.38 g, 8.56 mL, 106.4 mmol) in CH2Cl2 (125 mL) was added dropwise via syringe triflic anhydride (16.5 g, 9.82 mL, 58.5 mmol) at a rate such that the reaction temperature did not exceed -18° C. After the addition was complete the reaction was gradually warmed to 0° C. over 1.5 h. TLC (silica, ethyl acetate/hexane:1/1) indicated no 3 remaining and the presence of a single new product (R... Starting materials: ClC1=C(C(=CC=C1)F)C=1SC=C(N1)CO ((2-(2-chloro-6-fluorophenyl)thiazol-4-yl)methanol), I(=O)(=O)C1=C(C(=O)O)C=CC=C1 (2-iodoxybenzoic acid). Solvent: CCOC(=O)C (EtOAc). Conditions: temperature 70 celsius. Yields the product ClC1=C(C(=CC=C1)F)C=1SC=C(N1)C=O (2-(2-Chloro-6-fluorophenyl)thiazole-4-carbaldehyde). Yield: 93.1%. RXN SMILES: [Cl:1][C:2]1[CH:7]=[CH:6][CH:5]=[C:4]([F:8])[C:3]=1[C:9]1[S:10][CH:11]=[C:12]([CH2:14][OH:15])[N:13]=1.I(C1C=CC=CC=1C(O)=O)(=O)=O>CCOC(C)=O>[Cl:1][C:2]1[CH:7]=[CH:6][CH:5]=[C:4]([F:8])[C:3]=1[C:9]1[S:10][CH:11]=[C:12]([CH:14]=[O:15])[N:13]=1. Reported procedure: To a stirred solution of (2-(2-chloro-6-fluorophenyl)thiazol-4-yl)methanol (5.8 g, 24 mmol) in EtOAc (200 mL) at room temperature was added 2-iodoxybenzoic acid (12.5 g, 44.6 mmol). The resulting mixture was heated at 70° C. for 18 hours. After cooling to room temperature, the residual solid was removed via filtration and the filtrate was concentrated under reduced pressure to give the crude desired product as a white solid (5.4 g, 93% yield) which was used in the next step without further purif... Starting materials: FC=1C=C(C(=C(N)C1)[N+](=O)[O-])C (5-fluoro-3-methyl-2-nitro-aniline), N1C=NCCC1 (1,4,5,6-tetrahydropyrimidine), C([O-])([O-])=O.[K+].[K+] (potassium carbonate). Run in CS(=O)C (DMSO), O (water). Conditions: temperature 100 celsius. The product is N1(C=NCCC1)C=1C=C(C(=C(N)C1)[N+](=O)[O-])C (5-(1,4,5,6-Tetrahydropyrimidin-1-yl)-3-methyl-2-nitro aniline). The yield is 67.2%. As a reaction SMILES: F[C:2]1[CH:3]=[C:4]([CH3:12])[C:5]([N+:9]([O-:11])=[O:10])=[C:6]([CH:8]=1)[NH2:7].[NH:13]1[CH2:18][CH2:17][CH2:16][N:15]=[CH:14]1.C(=O)([O-])[O-].[K+].[K+]>CS(C)=O.O>[N:15]1([C:2]2[CH:3]=[C:4]([CH3:12])[C:5]([N+:9]([O-:11])=[O:10])=[C:6]([CH:8]=2)[NH2:7])[CH2:16][CH2:17][CH2:18][N:13]=[CH:14]1 |f:2.3.4|. Procedure: To a stirred solution of 2.0 g (11.76 mmol) of 5-fluoro-3-methyl-2-nitro-aniline in 10 mL of DMSO was added 1.2 g (14.11 mmol) of 1,4,5,6-tetrahydropyrimidine, and 2.43 g (17.64 mmol) of potassium carbonate, and the mixture was heated at 100° C. for 10 hrs, cooled, diluted with water, and extracted with Ethylacetate containing 5% methanol. The combined organic extract was washed with water, brine and dried (Na2SO4). Evaporation of the solvent furnished the residue, which was chromatographed (20%...